Task: describe an organic reaction: reactants, conditions, products, and yield. Dataset: the Open Reaction Database (ORD), a public repository of structured organic reaction records The reactants are OC(CNC(C1=CC(=CC=C1)S(NC1=C(C=C(C=C1F)F)F)(=O)=O)=O)C1OC(OC1)(C)C (3-[N-(2,4,6-trifluorophenyl)sulfamoyl]-benzoic acid-[2-hydroxy-2-(2,2-dimethyl-1,3-dioxolan-4-yl)-ethylamide]), Cl (hydrochloric acid). Run in C(C)O (ethanol), O (water). Run at temperature 60 celsius, time 4 hour. Yields the product OC(CNC(C1=CC(=CC=C1)S(NC1=C(C=C(C=C1F)F)F)(=O)=O)=O)C(CO)O (3-[N-(2,4,6-Trifluorophenyl)sulfamoyl]-benzoic acid-(2,3,4-trihydroxy-butyl)amide). RXN SMILES: [OH:1][CH:2]([CH:26]1[CH2:30][O:29]C(C)(C)[O:27]1)[CH2:3][NH:4][C:5](=[O:25])[C:6]1[CH:11]=[CH:10][CH:9]=[C:8]([S:12](=[O:24])(=[O:23])[NH:13][C:14]2[C:19]([F:20])=[CH:18][C:17]([F:21])=[CH:16][C:15]=2[F:22])[CH:7]=1.Cl>C(O)C.O>[OH:1][CH:2]([CH:26]([OH:27])[CH2:30][OH:29])[CH2:3][NH:4][C:5](=[O:25])[C:6]1[CH:11]=[CH:10][CH:9]=[C:8]([S:12](=[O:23])(=[O:24])[NH:13][C:14]2[C:19]([F:20])=[CH:18][C:17]([F:21])=[CH:16][C:15]=2[F:22])[CH:7]=1. Procedure details: 4.74 g (10 mmol) of 3-[N-(2,4,6-trifluorophenyl)sulfamoyl]-benzoic acid-[2-hydroxy-2-(2,2-dimethyl-1,3-dioxolan-4-yl)-ethylamide] is dissolved in a mixture of 50 ml of ethanol and 20 ml of water and the solution is acidified to pH 1 with dilute hydrochloric acid. At this pH, it is stirred for 4 hours at 60° C. The solution is then adjusted to pH 6.6 with anion exchanger Amberlite IRA 67, filtered and evaporated to dryness in a vacuum. The solid amorphous residue is dried in a vacuum at 50° C. 3.... The reactants are P(=O)(Cl)(Cl)Cl (phosphoryl chloride), N1=CC=CC2=CC=CC=C12 (quinoline), [N+](=O)([O-])C=1C(=NC=C(C1)C(F)(F)F)O (3-nitro-5-(trifluoromethyl)pyridin-2-ol), C(=O)([O-])[O-].[Na+].[Na+] (Na2CO3). The solvent is O (water). Reaction conditions: temperature 100 celsius. Product: ClC1=NC=C(C=C1[N+](=O)[O-])C(F)(F)F (2-Chloro-3-nitro-5-(trifluoromethyl)pyridine). Yield: 55.0%. RXN SMILES: P(Cl)(Cl)([Cl:3])=O.N1C2C(=CC=CC=2)C=CC=1.[N+:16]([C:19]1[C:20](O)=[N:21][CH:22]=[C:23]([C:25]([F:28])([F:27])[F:26])[CH:24]=1)([O-:18])=[O:17].C([O-])([O-])=O.[Na+].[Na+]>O>[Cl:3][C:20]1[C:19]([N+:16]([O-:18])=[O:17])=[CH:24][C:23]([C:25]([F:28])([F:27])[F:26])=[CH:22][N:21]=1 |f:3.4.5|. Procedure details: To a solution of phosphoryl chloride (2.0 mL, 21.2 mmol) and quinoline (1.30 mL, 10.8 mmol) was added solid powder 3-nitro-5-(trifluoromethyl)pyridin-2-ol (4.00 g, 18.3 mmol) (95% purity). The resulting dark brown thick suspension was heated to reflux for 4 h and gradually turned into a very cloudy dark brown solution. After cooling to 100° C., water (11 mL) was slowly added to the mixture which was further cooled to room temperature and neutralized carefully with Na2CO3. The resulting solution ... Starting materials: C(C=C)N(C(OCC)=O)CC=O (ethyl N-allyl-N-(2-oxoethyl) -carbamate), N1C(CCCC1)C(=O)O (piperidine-2-carboxylic acid). Solvent: C1(=CC=CC=C1)C (toluene). Product: N12C3CN(CC3CC2CCCC1)C(=O)OCC (Ethyl 1,4-diazatricyclo[6.4.0.02,6 ]dodecane-4-carboxylate). Reaction SMILES: [CH2:1]([N:4]([CH2:10][CH:11]=O)[C:5](=[O:9])[O:6][CH2:7][CH3:8])[CH:2]=[CH2:3].[NH:13]1[CH2:18][CH2:17][CH2:16][CH2:15][CH:14]1C(O)=O>C1(C)C=CC=CC=1>[N:13]12[CH2:18][CH2:17][CH2:16][CH2:15][CH:14]1[CH2:3][CH:2]1[CH:11]2[CH2:10][N:4]([C:5]([O:6][CH2:7][CH3:8])=[O:9])[CH2:1]1. Procedure: 17.1 g (0.1 mol) of ethyl N-allyl-N-(2-oxoethyl) -carbamate are heated under reflux overnight with 13 g (0.1 mol) of piperidine-2-carboxylic acid in 200 ml of toluene. The mixture is concentrated and the residue is distilled. The reactants are ClC(=O)OCC1=CC=CC=C1 (benzyl chloroformate), ClC(C)Cl (dichloroethane), C(C)(C)(C)OC(=O)NC(C=1OC=CC1)[C@@H]1C(N(CC1)[C@H](C)C1=CC=CC=C1)=O (3-(R)-[1-tert-butoxycarbonylamino-1-(2-furyl)methyl]-1-[1-(R)-phenylethyl]-2-pyrrolidone). Yields the product C(C)(C)(C)OC(=O)NC(C=1OC=CC1)[C@H]1CN(CC1)C(=O)OCC1=CC=CC=C1 (3-(R)-[1-Tert-butoxycarbonylamino-1-(2-furyl)methyl]-1-benzyloxycarbonylpyrrolidine). Yield: 74.2%. RXN SMILES: Cl[C:2]([O:4][CH2:5][C:6]1[CH:11]=[CH:10][CH:9]=[CH:8][CH:7]=1)=[O:3].ClC(Cl)C.[C:16]([O:20][C:21]([NH:23][CH:24]([C@H:30]1[CH2:34][CH2:33][N:32]([C@@H](C2C=CC=CC=2)C)[C:31]1=O)[C:25]1[O:26][CH:27]=[CH:28][CH:29]=1)=[O:22])([CH3:19])([CH3:18])[CH3:17]>>[C:16]([O:20][C:21]([NH:23][CH:24]([C@@H:30]1[CH2:34][CH2:33][N:32]([C:2]([O:4][CH2:5][C:6]2[CH:11]=[CH:10][CH:9]=[CH:8][CH:7]=2)=[O:3])[CH2:31]1)[C:25]1[O:26][CH:27]=[CH:28][CH:29]=1)=[O:22])([CH3:19])([CH3:17])[CH3:18]. Procedure details: In an atmosphere of nitrogen, benzyl chloroformate (761 μl, 5.31 mmol) was added dropwise to a dichloroethane solution (15 ml) of 3-(R)-[1-tert-butoxycarbonylamino-1-(2-furyl)methyl]-1-[1-(R)-phenylethyl]-2-pyrrolidone [F1] (658 mg, 1.77 mmol) under ice-cooling and then the m was heated under refulx for 30 hours. After evaporation of the solvent under a reduced pressure, the residue was applied to a silica gel column chromatography. By eluting with chloroform to chloroform:methanol (97:3), 526 m... Reactants: CN(C)c1cc(NC(=O)OC(C)(C)C)c(NC(=O)CC(=O)c2cccc(-n3ccnc3)c2)cc1C(F)(F)F, ClCCl, O=C(O)C(F)(F)F. Product: CN(C)c1cc2c(cc1C(F)(F)F)NC(=O)CC(c1cccc(-n3ccnc3)c1)=N2. As a reaction SMILES: [C:1]([O:2][C:3](=[O:4])[NH:7][c:8]1[c:9]([NH:21][C:22]([CH2:23][C:24](=[O:5])[c:26]2[cH:27][c:28](-[n:32]3[cH:33][n:34][cH:35][cH:36]3)[cH:29][cH:30][cH:31]2)=[O:37])[cH:10][c:11]([C:17]([F:18])([F:19])[F:20])[c:12]([N:14]([CH3:15])[CH3:16])[cH:13]1)([CH3:6])([CH3:25])[CH3:38].[Cl:46][CH2:47][Cl:48].[F:39][C:40]([F:41])([F:42])[C:43]([OH:44])=[O:45]>>[N:7]1=[C:24]([c:26]2[cH:27][c:28](-[n:32]3[cH:33][n:34][cH:35][cH:36]3)[cH:29][cH:30][cH:31]2)[CH2:23][C:22](=[O:37])[NH:21][c:9]2[c:8]1[cH:13][c:12]([N:14]([CH3:15])[CH3:16])[c:11]([C:17]([F:18])([F:19])[F:20])[cH:10]2. The reactants are NC1=NC2=C(C=3C=C(C=NC13)CCC1=C(C=C(C=C1)OC)C)C=CC(=C2)/C=C/P(OCC)(OCC)=O ((E)-diethyl 2-(5-amino-2-(4-methoxy-2-methylphenethyl)benzo[f][1,7]naphthyridin-8-yl)vinylphosphonate), [H][H] (hydrogen). The reagents and catalysts are [Pd] (palladium on carbon). Solvent: CCO (EtOH), C(Cl)Cl (DCM). Conditions: time 8 hour. Product: NC1=NC2=C(C=3C=C(C=NC13)CCC1=C(C=C(C=C1)OC)C)C=CC(=C2)CCP(OCC)(OCC)=O (diethyl 2-(5-amino-2-(4-methoxy-2-methylphenethyl)benzo[f][1,7]naphthyridin-8-yl)ethylphosphonate). RXN SMILES: [NH2:1][C:2]1[C:11]2[N:10]=[CH:9][C:8]([CH2:12][CH2:13][C:14]3[CH:19]=[CH:18][C:17]([O:20][CH3:21])=[CH:16][C:15]=3[CH3:22])=[CH:7][C:6]=2[C:5]2[CH:23]=[CH:24][C:25](/[CH:27]=[CH:28]/[P:29](=[O:36])([O:33][CH2:34][CH3:35])[O:30][CH2:31][CH3:32])=[CH:26][C:4]=2[N:3]=1.[H][H]>C(Cl)Cl.CCO.[Pd]>[NH2:1][C:2]1[C:11]2[N:10]=[CH:9][C:8]([CH2:12][CH2:13][C:14]3[CH:19]=[CH:18][C:17]([O:20][CH3:21])=[CH:16][C:15]=3[CH3:22])=[CH:7][C:6]=2[C:5]2[CH:23]=[CH:24][C:25]([CH2:27][CH2:28][P:29](=[O:36])([O:33][CH2:34][CH3:35])[O:30][CH2:31][CH3:32])=[CH:26][C:4]=2[N:3]=1. Reported procedure: To a solution of (E)-diethyl 2-(5-amino-2-(4-methoxy-2-methylphenethyl)benzo[f][1,7]naphthyridin-8-yl)vinylphosphonate (3-1) (Example 10—Step 1) (1.0 equiv.) in DCM (0.05 M) and EtOH (0.08 M) was added 10% palladium on carbon (0.09 equiv.). A reaction vessel was charged with a hydrogen balloon and stirred at room temperature overnight. After the reaction was complete as monitored by LCMS, solvents were removed, and the resulting residue was purified by a COMBIFLASH® system (ISCO) using a gradien... Reactants: CCOP(=O)(C#N)OCC, Cc1ccc2[nH]cc(Cn3nc4c(c3-c3cc(C(=O)O)cn3C)c(=O)n(C)c(=O)n4CC(C)C)c2c1, Cl, CON. Product: CONC(=O)c1cc(-c2c3c(=O)n(C)c(=O)n(CC(C)C)c3nn2Cc2c[nH]c3ccc(C)cc23)n(C)c1. As a reaction SMILES: [C:41]([P:42](=[O:43])([O:44][CH2:45][CH3:46])[O:47][CH2:48][CH3:49])#[N:50].[CH2:1]([CH:2]([CH3:3])[CH3:4])[n:5]1[c:6](=[O:36])[n:7]([CH3:35])[c:8](=[O:34])[c:9]2[c:10]1[n:11][n:12]([CH2:23][c:24]1[cH:25][nH:26][c:27]3[cH:28][cH:29][c:30]([CH3:33])[cH:31][c:32]13)[c:13]2-[c:14]1[cH:15][c:16]([C:20](=[O:21])[OH:22])[cH:17][n:18]1[CH3:19].[ClH:37].[O:38]([CH3:39])[NH2:40]>>[CH2:1]([CH:2]([CH3:3])[CH3:4])[n:5]1[c:6](=[O:36])[n:7]([CH3:35])[c:8](=[O:34])[c:9]2[c:10]1[n:11][n:12]([CH2:23][c:24]1[cH:25][nH:26][c:27]3[cH:28][cH:29][c:30]([CH3:33])[cH:31][c:32]13)[c:13]2-[c:14]1[cH:15][c:16]([C:20](=[O:22])[NH:40][O:38][CH3:39])[cH:17][n:18]1[CH3:19].